From a dataset of the Open Reaction Database (ORD), a public repository of structured organic reaction records. describe an organic reaction: reactants, conditions, products, and yield Starting materials: Cc1cc(-c2ccc(Cl)c(Cl)c2)nc(Cl)n1, Ic1c[nH]cn1. Yields the product Cc1cc(-c2ccc(Cl)c(Cl)c2)nc(-n2cnc(I)c2)n1. Reaction SMILES: [Cl:1][c:2]1[n:3][c:4]([CH3:16])[cH:5][c:6](-[c:8]2[cH:9][c:10]([Cl:15])[c:11]([Cl:14])[cH:12][cH:13]2)[n:7]1.[I:17][c:18]1[n:19][cH:20][nH:21][cH:22]1>>[c:2]1(-[n:21]2[cH:20][n:19][c:18]([I:17])[cH:22]2)[n:3][c:4]([CH3:16])[cH:5][c:6](-[c:8]2[cH:9][c:10]([Cl:15])[c:11]([Cl:14])[cH:12][cH:13]2)[n:7]1. The reactants are N#Cc1c[nH]cc1-c1ccccc1, O=C([O-])[O-], CCOC(=O)c1cc(Br)ncc1OCc1ccccc1, CN(C)CC(=O)O, CS(C)=O, [Cs+], [Cs+], I[Cu]I. Product: CCOC(=O)c1cc(-n2cc(C#N)c(-c3ccccc3)c2)ncc1OCc1ccccc1. RXN SMILES: [C:1](#[N:2])[c:3]1[cH:4][nH:5][cH:6][c:7]1-[c:8]1[cH:9][cH:10][cH:11][cH:12][cH:13]1.[C:34](=[O:35])([O-:36])[O-:37].[CH2:14]([CH3:15])[O:16][C:17]([c:18]1[cH:19][c:20]([Br:32])[n:21][cH:22][c:23]1[O:24][CH2:25][c:26]1[cH:27][cH:28][cH:29][cH:30][cH:31]1)=[O:33].[CH3:40][N:41]([CH3:42])[CH2:43][C:44]([OH:45])=[O:46].[CH3:47][S:48]([CH3:49])=[O:50].[Cs+:38].[Cs+:39].[Cu:51]([I:52])[I:53]>>[C:1](#[N:2])[c:3]1[cH:4][n:5](-[c:20]2[cH:19][c:18]([C:17]([O:16][CH2:14][CH3:15])=[O:33])[c:23]([O:24][CH2:25][c:26]3[cH:27][cH:28][cH:29][cH:30][cH:31]3)[cH:22][n:21]2)[cH:6][c:7]1-[c:8]1[cH:9][cH:10][cH:11][cH:12][cH:13]1. Starting materials: CC1(CC(CC(C1)(C)C)C1=C(C=CC=C1)N1CCNCC1)C (1-[2-(3,3,5,5-tetramethylcyclohexyl)phenyl]piperazine), O1CC1CCCC (1,2-epoxyhexane). The solvent is CC(C)O (2-propanol). Conditions: temperature 80 celsius, time 18 hour. Yields the product CC1(CC(CC(C1)(C)C)C1=C(C=CC=C1)N1CCN(CC1)CC(CCCC)O)C (1-{4-[2-(3,3,5,5-tetramethylcyclohexyl)phenyl]piperazin-1-yl}hexan-2-ol). Yield: 72.6%. As a reaction SMILES: [CH3:1][C:2]1([CH3:22])[CH2:7][C:6]([CH3:9])([CH3:8])[CH2:5][CH:4]([C:10]2[CH:15]=[CH:14][CH:13]=[CH:12][C:11]=2[N:16]2[CH2:21][CH2:20][NH:19][CH2:18][CH2:17]2)[CH2:3]1.[O:23]1[CH:25]([CH2:26][CH2:27][CH2:28][CH3:29])[CH2:24]1>CC(O)C>[CH3:9][C:6]1([CH3:8])[CH2:7][C:2]([CH3:22])([CH3:1])[CH2:3][CH:4]([C:10]2[CH:15]=[CH:14][CH:13]=[CH:12][C:11]=2[N:16]2[CH2:17][CH2:18][N:19]([CH2:24][CH:25]([OH:23])[CH2:26][CH2:27][CH2:28][CH3:29])[CH2:20][CH2:21]2)[CH2:5]1. Procedure details: A mixture of 1-[2-(3,3,5,5-tetramethylcyclohexyl)phenyl]piperazine (120 mg, 0.399 mmol) produced in Example (8b), 1,2-epoxyhexane (240 mg, 2.39 mmol) and 2-propanol (0.8 mL) was stirred for 18 hours at an external temperature of 80° C. The reaction mixture was concentrated under reduced pressure to give a residue, which was purified by NH silica gel column chromatography (ethyl acetate/heptane) to give 116 mg of 1-{4-[2-(3,3,5,5-tetramethylcyclohexyl)phenyl]piperazin-1-yl}hexan-2-ol as a light y...